The task is: describe an organic reaction: reactants, conditions, products, and yield. This data is from the Open Reaction Database (ORD), a public repository of structured organic reaction records. The reactants are S(=O)(=O)(C1=CC=C(C)C=C1)N1[C@@H](C1)C(=O)OC (methyl (2S)-1-tosyl-2-aziridinecarboxylate), [OH-].[Na+] (sodium hydroxide), N[C@@H](CC1=CNC=N1)C(=O)O (L-histidine), [OH-].[Na+] (sodium hydroxide). The solvent is CO (methanol). Conditions: time 50 minute. Yields the product C(=O)(O)[C@H](CC=1N=CNC1)NC[C@@H](C(=O)O)NS(=O)(=O)C1=CC=C(C)C=C1 ((2S)-3-[[(1S)-1-carboxy-2 -(4-imidazolyl)ethyl]amino]-2-tosylaminopropionic acid). The yield is 30.0%. RXN SMILES: [S:1]([N:11]1[CH2:13][C@H:12]1[C:14]([O:16]C)=[O:15])([C:4]1[CH:10]=[CH:9][C:7]([CH3:8])=[CH:6][CH:5]=1)(=[O:3])=[O:2].[OH-].[Na+].[NH2:20][C@H:21]([C:28]([OH:30])=[O:29])[CH2:22][C:23]1[N:27]=[CH:26][NH:25][CH:24]=1>CO>[C:28]([C@@H:21]([NH:20][CH2:13][C@H:12]([NH:11][S:1]([C:4]1[CH:5]=[CH:6][C:7]([CH3:8])=[CH:9][CH:10]=1)(=[O:2])=[O:3])[C:14]([OH:16])=[O:15])[CH2:22][C:23]1[N:27]=[CH:26][NH:25][CH:24]=1)([OH:30])=[O:29] |f:1.2|. Procedure details: A solution of methyl (2S)-1-tosyl-2-aziridinecarboxylate (1.04 g) in methanol was added to 1N aqueous sodium hydroxide (4.1 ml) in an ice bath and the mixture was stirred for 50 minutes at the same temperature. To the resulting solution were added L-histidine (2.11 g) and sodium hydroxide (730 mg) and the mixture was refluxed for 1.5 hours. After removal of the solvent in vacuo, the residue was dissolved in water and adjusted to pH 4 with 2N sulfuric acid. The solution was subjected to a column ... The reactants are OC=1C=C2CCC(NC2=CC1)=O (6-hydroxy-3,4-dihydro-carbostyril), C1(=CC=CC=C1)SCCCCBr (4-(phenylmercapto)-butyl bromide). The product is C1(=CC=CC=C1)SCCCCOC=1C=C2CCC(NC2=CC1)=O (6-(4-Phenylmercapto-butoxy)-3,4-dihydro-carbostyril). As a reaction SMILES: [OH:1][C:2]1[CH:3]=[C:4]2[C:9](=[CH:10][CH:11]=1)[NH:8][C:7](=[O:12])[CH2:6][CH2:5]2.[C:13]1([S:19][CH2:20][CH2:21][CH2:22][CH2:23]Br)[CH:18]=[CH:17][CH:16]=[CH:15][CH:14]=1>>[C:13]1([S:19][CH2:20][CH2:21][CH2:22][CH2:23][O:1][C:2]2[CH:3]=[C:4]3[C:9](=[CH:10][CH:11]=2)[NH:8][C:7](=[O:12])[CH2:6][CH2:5]3)[CH:18]=[CH:17][CH:16]=[CH:15][CH:14]=1. Reported procedure: Prepared analogous to Example 4 from 6-hydroxy-3,4-dihydro-carbostyril and 4-(phenylmercapto)-butyl bromide (b.p. 96°-103° C. at 0.02 mm Hg; prepared from thiophenol and 1.4-dibromo butane). Product: CN(CCCNC(=O)C1=CNC=2C(NC=3C=CC=CC3C21)=O)C (N-(3-dimethylamino-propyl)-4-oxo-4,5-dihydro-3H-pyrrolo[2,3-c]quinoline-1-carboxamide). Run in C(C)OCC (diethyl ether). Reactants: O=C1NC=2C=CC=CC2C2=C1NC=C2C(=O)O (4-oxo-4,5-dihydro-3H-pyrrolo[2,3-c]quinoline-1-carboxylic acid), CN(CCCN)C (3-dimethylaminopropylamine). The yield is 35.9%. Procedure: This compound is prepared according to synthesis 79 from 75 mg (0.33 mmol) of 4-oxo-4,5-dihydro-3H-pyrrolo[2,3-c]quinoline-1-carboxylic acid (synthesis 75) and 46 μL (0.36 mmol) of 3-dimethylaminopropylamine. After trituration in diethyl ether, 37 mg (36%) of N-(3-dimethylamino-propyl)-4-oxo-4,5-dihydro-3H-pyrrolo[2,3-c]quinoline-1-carboxamide is obtained in the form of a white solid. As a reaction SMILES: [O:1]=[C:2]1[C:11]2[NH:12][CH:13]=[C:14]([C:15]([OH:17])=O)[C:10]=2[C:9]2[CH:8]=[CH:7][CH:6]=[CH:5][C:4]=2[NH:3]1.[CH3:18][N:19]([CH3:24])[CH2:20][CH2:21][CH2:22][NH2:23]>C(OCC)C>[CH3:18][N:19]([CH3:24])[CH2:20][CH2:21][CH2:22][NH:23][C:15]([C:14]1[C:10]2[C:9]3[CH:8]=[CH:7][CH:6]=[CH:5][C:4]=3[NH:3][C:2](=[O:1])[C:11]=2[NH:12][CH:13]=1)=[O:17]. Starting materials: N[C@@H](CN1N=C(C=C1)C1=CC(=C(C#N)C=C1)Cl)C ((R)-4-(1-(2-aminopropyl)-1H-pyrazol-3-yl)-2-chlorobenzonitrile), BrC=1SC=C(N1)C(=O)O (2-bromo-1,3-thiazole-4-carboxylic acid). Yields the product BrC=1SC=C(N1)C(=O)N[C@@H](CN1N=C(C=C1)C1=CC(=C(C=C1)C#N)Cl)C ((R)-2-bromo-N-(1-(3-(3-chloro-4-cyanophenyl)-1H-pyrazol-1-yl)propan-2-yl)thiazole-4-carboxamide). Isolated yield 55.8%. As a reaction SMILES: [NH2:1][C@H:2]([CH3:18])[CH2:3][N:4]1[CH:8]=[CH:7][C:6]([C:9]2[CH:16]=[CH:15][C:12]([C:13]#[N:14])=[C:11]([Cl:17])[CH:10]=2)=[N:5]1.[Br:19][C:20]1[S:21][CH:22]=[C:23]([C:25](O)=[O:26])[N:24]=1>>[Br:19][C:20]1[S:21][CH:22]=[C:23]([C:25]([NH:1][C@H:2]([CH3:18])[CH2:3][N:4]2[CH:8]=[CH:7][C:6]([C:9]3[CH:16]=[CH:15][C:12]([C:13]#[N:14])=[C:11]([Cl:17])[CH:10]=3)=[N:5]2)=[O:26])[N:24]=1. Procedure: (R)-2-bromo-N-(1-(3-(3-chloro-4-cyanophenyl)-1H-pyrazol-1-yl)propan-2-yl)thiazole-4-carboxamide was prepared using the method of Example 34(d) starting from (R)-4-(1-(2-aminopropyl)-1H-pyrazol-3-yl)-2-chlorobenzonitrile (100 mg, 0.384 mmol) and 2-bromo-1,3-thiazole-4-carboxylic acid (96 mg, 0.460 mmol). The product was triturated using diethyl ether. Yield 55.8%. 1H-NMR (400 MHz; CDCl3): δ 1.12 (d, 3H), 4.27-4.52 (m, 3H), 6.97 (d, 1H), 7.85 (d, 1H), 8.00 (s, 2H), 8.07 (s, 1H), 8.23 (s, 1H), 8.64... Isolated yield 2.4%. Product: ClC1=CC=C(OCC2OC(C(N2)=O)C)C=C1 (2-(4-chlorophenoxymethyl)-5-methyl-4-oxazolidinone). Starting materials: ClC1=CC=C(OCC=O)C=C1 ((4-chlorophenoxy)acetaldehyde), C1(=CC=C(C=C1)S(=O)(=O)O)C (p-toluenesulfonic acid), C(C(O)C)(=O)N (lactamide), O (water). Procedure: 16.9 g (0.19 mole) of lactamide was added to a solution containing 32.3 g (0.19 mole) of (4-chlorophenoxy)acetaldehyde and 0.2 g of p-toluenesulfonic acid in 500 ml of toluene. The mixture was refluxed with stirring for 5 hours while water was removed azeotropically Toluene was removed under reduced pressure and the residue, which contained at least two major compounds, was purified by silica chromatography to give 1.1 g of 2-(4-chlorophenoxymethyl)-5-methyl-4-oxazolidinone, cis isomer, as a whi... The solvent is C1(=CC=CC=C1)C (toluene). Reaction SMILES: [C:1]([NH2:6])(=[O:5])[CH:2]([CH3:4])[OH:3].[Cl:7][C:8]1[CH:17]=[CH:16][C:11]([O:12][CH2:13][CH:14]=O)=[CH:10][CH:9]=1.C1(C)C=CC(S(O)(=O)=O)=CC=1.O>C1(C)C=CC=CC=1>[Cl:7][C:8]1[CH:17]=[CH:16][C:11]([O:12][CH2:13][CH:14]2[NH:6][C:1](=[O:5])[CH:2]([CH3:4])[O:3]2)=[CH:10][CH:9]=1. RXN SMILES: [Br:1][C:2]1[CH:9]=[CH:8][C:7]([O:10][CH3:11])=[CH:6][C:3]=1[CH:4]=O.[NH2:12][CH2:13][CH2:14][CH2:15][OH:16].[BH-](OC(C)=O)(OC(C)=O)OC(C)=O.[Na+].C(O)(=O)C>ClC(Cl)C>[Br:1][C:2]1[CH:9]=[CH:8][C:7]([O:10][CH3:11])=[CH:6][C:3]=1[CH2:4][NH:12][CH2:13][CH2:14][CH2:15][OH:16] |f:2.3|. Solvent: ClC(C)Cl (dichloroethane). Procedure: To a stirred solution of 2-bromo-5-methoxybenzaldehyde (1 eq) in dichloroethane was added 3-aminopropanol (1.5 eq) followed by NaBH(OAc)3 (2 eq) and acetic acid (4 eq) and the resulting mixture was stirred at RT under nitrogen for 8 h. The reaction mixture was quenched by careful addition of 2M Na2CO3 solution and stirred 1 h. The mixture was concentrated in vacuo and poured into diethyl ether. The phases were separated and the organic phase washed with 1N HCl solution. The aqueous phase was the... Starting materials: BrC1=C(C=O)C=C(C=C1)OC (2-bromo-5-methoxybenzaldehyde), NCCCO (3-aminopropanol), C(C)(=O)O (acetic acid), [BH-](OC(=O)C)(OC(=O)C)OC(=O)C.[Na+] (NaBH(OAc)3). Conditions: time 8 hour. Yields the product BrC1=C(C=C(C=C1)OC)CNCCCO (3-(((2-bromo-5-methoxyphenyl)methyl) amino)propan-1-ol). The reactants are [Br-], BrCCC[P+](c1ccccc1)(c1ccccc1)c1ccccc1, CCO, [N-]=[N+]=[N-], [Na+], O. The product is [Br-], [N-]=[N+]=NCCC[P+](c1ccccc1)(c1ccccc1)c1ccccc1. RXN SMILES: [Br-:1].[Br:2][CH2:3][CH2:4][CH2:5][P+:6]([c:7]1[cH:8][cH:9][cH:10][cH:11][cH:12]1)([c:13]1[cH:14][cH:15][cH:16][cH:17][cH:18]1)[c:19]1[cH:20][cH:21][cH:22][cH:23][cH:24]1.[CH2:30]([OH:31])[CH3:32].[N-:26]=[N+:27]=[N-:28].[Na+:25].[OH2:29]>>[Br-:2].[CH2:3]([CH2:4][CH2:5][P+:6]([c:7]1[cH:8][cH:9][cH:10][cH:11][cH:12]1)([c:13]1[cH:14][cH:15][cH:16][cH:17][cH:18]1)[c:19]1[cH:20][cH:21][cH:22][cH:23][cH:24]1)[N:26]=[N+:27]=[N-:28].